From a dataset of the Open Reaction Database (ORD), a public repository of structured organic reaction records. describe an organic reaction: reactants, conditions, products, and yield Starting materials: CO, Cl, c1cc2sc(Cn3nnc4ccc(-c5cnn(CCOC6CCCCO6)c5)nc43)nc2cn1. Product: OCCn1cc(-c2ccc3nnn(Cc4nc5cnccc5s4)c3n2)cn1. Reaction SMILES: [CH3:34][OH:35].[ClH:36].[O:1]1[CH2:2][CH2:3][CH2:4][CH2:5][CH:6]1[O:7][CH2:8][CH2:9][n:10]1[n:11][cH:12][c:13](-[c:15]2[cH:16][cH:17][c:18]3[c:19]([n:20]2)[n:21]([CH2:24][c:25]2[s:26][c:27]4[c:28]([cH:29][n:30][cH:31][cH:32]4)[n:33]2)[n:22][n:23]3)[cH:14]1>>[OH:7][CH2:8][CH2:9][n:10]1[n:11][cH:12][c:13](-[c:15]2[cH:16][cH:17][c:18]3[c:19]([n:20]2)[n:21]([CH2:24][c:25]2[s:26][c:27]4[c:28]([cH:29][n:30][cH:31][cH:32]4)[n:33]2)[n:22][n:23]3)[cH:14]1. Starting materials: O=C([O-])[O-], COc1ncc(B(O)O)c(OC)n1, Clc1ccc(I)cn1, [Na+], [Na+], CC(=O)[O-], CC(=O)[O-], [Pd+2], c1ccc(P(c2ccccc2)c2ccccc2)cc1. Product: COc1ncc(-c2ccc(Cl)nc2)c(OC)n1. RXN SMILES: [C:22](=[O:23])([O-:24])[O-:25].[CH3:1][O:2][c:3]1[n:4][cH:5][c:6]([B:11]([OH:12])[OH:13])[c:7]([O:9][CH3:10])[n:8]1.[Cl:14][c:15]1[n:16][cH:17][c:18]([I:21])[cH:19][cH:20]1.[Na+:26].[Na+:27].[O-:48][C:49]([CH3:50])=[O:51].[O-:52][C:53]([CH3:54])=[O:55].[Pd+2:47].[c:28]1([P:29]([c:30]2[cH:31][cH:32][cH:33][cH:34][cH:35]2)[c:36]2[cH:37][cH:38][cH:39][cH:40][cH:41]2)[cH:42][cH:43][cH:44][cH:45][cH:46]1>>[CH3:1][O:2][c:3]1[n:4][cH:5][c:6](-[c:18]2[cH:17][n:16][c:15]([Cl:14])[cH:20][cH:19]2)[c:7]([O:9][CH3:10])[n:8]1. The reactants are ClC1=NC2=CC=CC=C2C(=C1[N+](=O)[O-])NCC1(CCC1)O (1-{[(2-chloro-3-nitroquinolin-4-yl)amino]methyl}cyclobutanol). The reagents and catalysts are [Pt] (Platinum on carbon). Run in C(C)(=O)OCC (ethyl acetate). Product: NC=1C(=NC2=CC=CC=C2C1NCC1(CCC1)O)Cl (1-{[(3-amino-2-chloroquinolin-4-yl)amino]methyl}cyclobutanol). Reaction SMILES: [Cl:1][C:2]1[C:11]([N+:12]([O-])=O)=[C:10]([NH:15][CH2:16][C:17]2([OH:21])[CH2:20][CH2:19][CH2:18]2)[C:9]2[C:4](=[CH:5][CH:6]=[CH:7][CH:8]=2)[N:3]=1>[Pt].C(OCC)(=O)C>[NH2:12][C:11]1[C:2]([Cl:1])=[N:3][C:4]2[C:9]([C:10]=1[NH:15][CH2:16][C:17]1([OH:21])[CH2:20][CH2:19][CH2:18]1)=[CH:8][CH:7]=[CH:6][CH:5]=2. Procedure details: Platinum on carbon (0.40 g of 5%) was added to a solution of 1-{[(2-chloro-3-nitroquinolin-4-yl)amino]methyl}cyclobutanol (4.0 g, 13 mmol) in ethyl acetate (65 mL), and the mixture was placed under hydrogen pressure (40 psi, 2.8×105 Pa) on a Parr apparatus for 3.5 hours. The mixture was filtered through a layer of CELITE filter agent, and the filter cake was washed with ethyl acetate (100 mL). The filtrate was concentrated under reduced pressure to provide 1-{[(3-amino-2-chloroquinolin-4-yl)amin... Reaction SMILES: [S:1]1[CH:5]=[CH:4][C:3]2[CH:6]=[CH:7][CH:8]=[CH:9][C:2]1=2.[Li]CCCC.[CH2:15]([N:17]([CH2:32][CH3:33])[CH2:18][CH2:19][N:20]1[C:30]2[C:25](=[C:26]([Br:31])[CH:27]=[CH:28][CH:29]=2)[C:23](=[O:24])[C:21]1=[O:22])[CH3:16].[NH4+].[Cl-]>C1COCC1>[CH2:32]([N:17]([CH2:15][CH3:16])[CH2:18][CH2:19][N:20]1[C:30]2[C:25](=[C:26]([Br:31])[CH:27]=[CH:28][CH:29]=2)[C:23]([OH:24])([C:5]2[S:1][C:2]3[CH:9]=[CH:8][CH:7]=[CH:6][C:3]=3[CH:4]=2)[C:21]1=[O:22])[CH3:33] |f:3.4|. Reported procedure: To benzo[b]thiophene (86.8 mg, 2.1 eq) in anhydrous THF (2 mL) at −40° C. (bath temperature) was added n-BuLi (0.423 mL, 1.53 M in hexanes, 2.1 eq). The resulting colourless solution was stirred for 30 minutes, after which 1-(2-diethylaminoethyl)-4-bromoisatin (100.0 mg, 3.08×10−4 mol) in anhydrous THF (2 mL) was added. Stirring was continued at −40° C. for 9 hours. Saturated aqueous NH4Cl (1.5 mL) was added and the mixture was allowed to warm to room temperature. The mixture was extracted with ... The reactants are S1C2=C(C=C1)C=CC=C2 (benzo[b]thiophene), [Li]CCCC (n-BuLi), C(C)N(CCN1C(=O)C(=O)C2=C(C=CC=C12)Br)CC (1-(2-diethylaminoethyl)-4-bromoisatin), [NH4+].[Cl-] (NH4Cl). The yield is 30.4%. Run at time 30 minute. Run in C1CCOC1 (THF), C1CCOC1 (THF). Yields the product C(C)N(CCN1C(C(C2=C(C=CC=C12)Br)(C1=CC2=C(S1)C=CC=C2)O)=O)CC (1-(2-Diethylaminoethyl)-3-hydroxy-3-(2-benzo[b]thienyl)-4-bromooxindole).